Dataset: the Open Reaction Database (ORD), a public repository of structured organic reaction records. Task: describe an organic reaction: reactants, conditions, products, and yield RXN SMILES: [N+:1]([C:4]1[CH:25]=[CH:24][C:7]([CH2:8][N:9]2[C:15](=[O:16])[C@H:14]3[CH2:17][CH2:18][CH2:19][C@H:13]3[NH:12][C:11]3[CH:20]=[CH:21][CH:22]=[CH:23][C:10]2=3)=[CH:6][CH:5]=1)([O-])=O.CO>C1COCC1.[Pd]>[NH2:1][C:4]1[CH:25]=[CH:24][C:7]([CH2:8][N:9]2[C:15](=[O:16])[C@H:14]3[CH2:17][CH2:18][CH2:19][C@H:13]3[NH:12][C:11]3[CH:20]=[CH:21][CH:22]=[CH:23][C:10]2=3)=[CH:6][CH:5]=1. Solvent: C1CCOC1 (THF). Reactants: [N+](=O)([O-])C1=CC=C(CN2C3=C(N[C@H]4[C@@H](C2=O)CCC4)C=CC=C3)C=C1 ((3aR*,10aS*)-9-(4-Nitrobenzyl)-2,3,3a,4,9,10a-hexahydrobenzo[b]cyclopenta[e][1,4]diazepin-10(1H)-one), CO (methanol). Procedure: (3aR*,10aS*)-9-(4-Nitrobenzyl)-2,3,3a,4,9,10a-hexahydrobenzo[b]cyclopenta[e][1,4]diazepin-10(1H)-one (5.06 g, 15 mmol) and 10% palladium-on-carbon (hydrous) (0.5 g) were suspended in THF (15 mL)-methanol (15 mL) and the suspension was stirred under hydrogen at room temperature for 4.5 hours. The catalyst was then filtered off and the filtrate was concentrated under reduced pressure. The residue was crystallized from ethyl acetate-hexane to provide 3.27 g (yield 71%) of the title compound. m.p. 1... Run at time 4.5 hour. Product: NC1=CC=C(CN2C3=C(N[C@H]4[C@@H](C2=O)CCC4)C=CC=C3)C=C1 ((3aR*,10aS*)-9-(4-Aminobenzyl)-2,3,3a,4,9,10a-hexahydrobenzo[b]cyclopenta[e][1,4]diazepin-10(1H)-one). Reagents/catalysts: [Pd] (palladium-on-carbon). Isolated yield 70.9%. Starting materials: [OH-].[Na+] (sodium hydroxide), O(C1=CC=CC=C1)CC(=O)NC1C(N(C1)C(C(=O)OC(C1=CC=CC=C1)C1=CC=CC=C1)=C(COC=O)C)=O (benzhydryl 2-(3-phenoxyacetamido-2-oxoazetidin-1-yl)-3-methyl-4-formyloxy-2-butenoate), C(C)(=O)OCC (ethyl acetate). The solvent is C1CCOC1 (THF). Conditions: time 30 minute. The product is O(C1=CC=CC=C1)CC(=O)NC1C(N(C1)C(C(=O)OC(C1=CC=CC=C1)C1=CC=CC=C1)=C(CO)C)=O (Benzhydryl 2-(3-phenoxyacetamido-2-oxoazetidin-1-yl)-3-methyl-4-hydroxy-2-butenoate). Yield: 83.2%. Reaction SMILES: [OH-].[Na+].[O:3]([CH2:10][C:11]([NH:13][CH:14]1[CH2:17][N:16]([C:18](=[C:35]([CH3:40])[CH2:36][O:37]C=O)[C:19]([O:21][CH:22]([C:29]2[CH:34]=[CH:33][CH:32]=[CH:31][CH:30]=2)[C:23]2[CH:28]=[CH:27][CH:26]=[CH:25][CH:24]=2)=[O:20])[C:15]1=[O:41])=[O:12])[C:4]1[CH:9]=[CH:8][CH:7]=[CH:6][CH:5]=1.C(OCC)(=O)C>C1COCC1>[O:3]([CH2:10][C:11]([NH:13][CH:14]1[CH2:17][N:16]([C:18](=[C:35]([CH3:40])[CH2:36][OH:37])[C:19]([O:21][CH:22]([C:29]2[CH:34]=[CH:33][CH:32]=[CH:31][CH:30]=2)[C:23]2[CH:24]=[CH:25][CH:26]=[CH:27][CH:28]=2)=[O:20])[C:15]1=[O:41])=[O:12])[C:4]1[CH:9]=[CH:8][CH:7]=[CH:6][CH:5]=1 |f:0.1|. Procedure details: To 6 ml of 0.1 N aqueous sodium hydroxide at 0° was added a solution of 338 mg (0.6 mmol) of benzhydryl 2-(3-phenoxyacetamido-2-oxoazetidin-1-yl)-3-methyl-4-formyloxy-2-butenoate in 10 ml of cold THF. After 30 minutes, ethyl acetate was added. The organic layer was separated, washed with dilute acid and brine, dried, and evaporated in vacuo to dryness to provide 250 mg of a multi-component mixture. Separation by preparative thin layer chromatography (silica gel plates developed with 3:1/ethyl ac... Reactants: BrCc1cccc(CBr)c1, O=C([O-])[O-], [Cs+], [Cs+], O=S1(=O)Nc2ccccc2N1c1ccccc1F. The product is O=S1(=O)N(Cc2cccc(CBr)c2)c2ccccc2N1c1ccccc1F. RXN SMILES: [Br:25][CH2:26][c:27]1[cH:28][c:29]([CH2:33][Br:34])[cH:30][cH:31][cH:32]1.[C:19](=[O:20])([O-:21])[O-:22].[Cs+:23].[Cs+:24].[F:1][c:2]1[c:3]([N:8]2[S:9](=[O:17])(=[O:18])[NH:10][c:11]3[c:12]2[cH:13][cH:14][cH:15][cH:16]3)[cH:4][cH:5][cH:6][cH:7]1>>[F:1][c:2]1[c:3]([N:8]2[S:9](=[O:17])(=[O:18])[N:10]([CH2:33][c:29]3[cH:28][c:27]([CH2:26][Br:25])[cH:32][cH:31][cH:30]3)[c:11]3[c:12]2[cH:13][cH:14][cH:15][cH:16]3)[cH:4][cH:5][cH:6][cH:7]1. Reactants: CS(=O)(=O)OCCc1cccc(Nc2ncc(-c3ccc(OC(F)F)cc3)cn2)c1, CCOC(=O)C1CCNCC1, CN(C)C=O. Product: CCOC(=O)C1CCN(CCc2cccc(Nc3ncc(-c4ccc(OC(F)F)cc4)cn3)c2)CC1. As a reaction SMILES: [CH3:1][S:2]([O:3][CH2:6][CH2:7][c:8]1[cH:9][c:10]([NH:14][c:15]2[n:16][cH:17][c:18](-[c:21]3[cH:22][cH:23][c:24]([O:27][CH:28]([F:29])[F:30])[cH:25][cH:26]3)[cH:19][n:20]2)[cH:11][cH:12][cH:13]1)(=[O:4])=[O:5].[NH:31]1[CH2:32][CH2:33][CH:34]([C:37](=[O:38])[O:39][CH2:40][CH3:41])[CH2:35][CH2:36]1.[O:42]=[CH:43][N:44]([CH3:45])[CH3:46]>>[CH2:6]([CH2:7][c:8]1[cH:9][c:10]([NH:14][c:15]2[n:16][cH:17][c:18](-[c:21]3[cH:22][cH:23][c:24]([O:27][CH:28]([F:29])[F:30])[cH:25][cH:26]3)[cH:19][n:20]2)[cH:11][cH:12][cH:13]1)[N:31]1[CH2:32][CH2:33][CH:34]([C:37](=[O:38])[O:39][CH2:40][CH3:41])[CH2:35][CH2:36]1. Product: CNc1nc(Cl)ncc1C(=O)OC. Reactants: O=C([O-])[O-], CN, CC(C)=O, COC(=O)c1cnc(Cl)nc1Cl, Cl, [K+], [K+], O. Reaction SMILES: [C:1](=[O:2])([O-:3])[O-:4].[CH3:20][NH2:21].[CH3:23][C:24](=[O:25])[CH3:26].[Cl:7][c:8]1[n:9][cH:10][c:11]([C:15](=[O:16])[O:17][CH3:18])[c:12]([Cl:14])[n:13]1.[ClH:19].[K+:5].[K+:6].[OH2:22]>>[Cl:7][c:8]1[n:9][cH:10][c:11]([C:15](=[O:16])[O:17][CH3:18])[c:12]([NH:21][CH3:20])[n:13]1. The reactants are Br, COc1cc(Nc2ccc(C(F)(F)F)cn2)c2ncc(-c3ncccc3C(F)(F)F)cc2n1, CC(=O)O. As a reaction SMILES: [BrH:34].[CH3:1][O:2][c:3]1[n:4][c:5]2[cH:6][c:7](-[c:24]3[n:25][cH:26][cH:27][cH:28][c:29]3[C:30]([F:31])([F:32])[F:33])[cH:8][n:9][c:10]2[c:11]([NH:13][c:14]2[n:15][cH:16][c:17]([C:20]([F:21])([F:22])[F:23])[cH:18][cH:19]2)[cH:12]1.[CH3:35][C:36](=[O:37])[OH:38]>>[OH:2][c:3]1[n:4][c:5]2[cH:6][c:7](-[c:24]3[n:25][cH:26][cH:27][cH:28][c:29]3[C:30]([F:31])([F:32])[F:33])[cH:8][n:9][c:10]2[c:11]([NH:13][c:14]2[n:15][cH:16][c:17]([C:20]([F:21])([F:22])[F:23])[cH:18][cH:19]2)[cH:12]1. The product is Oc1cc(Nc2ccc(C(F)(F)F)cn2)c2ncc(-c3ncccc3C(F)(F)F)cc2n1. Starting materials: ( I ), C(C)(=O)O.ClC1=C[C@H]2[C@@H]3CC[C@](C(C)=O)([C@]3(CC[C@@H]2[C@]2([C@@H]3[C@H](C(C=C12)=O)C3)C)C)O (6-chloro-17-hydroxy-1α,2α-methylene-pregna-4,6-diene-3,20-dione acetate), C(C)(=O)O.ClC1=C[C@H]2[C@@H]3CC[C@](C(C)=O)([C@]3(CC[C@@H]2[C@]2(CCC(C=C12)=O)C)C)O (6-chloro-17-hydroxy-pregna-4,6-diene-3,20-dione acetate). Yields the product ClC1=C2C(=C[C@H]3[C@@H]4CC[C@](C(C)=O)([C@]4(CC[C@@H]3[C@]2([C@@H]2[C@H](C1=O)C2)C)C)O)Cl (4,6-dichloro-17-hydroxy-1α,2α-methylene-pregna-4,6-diene-3,20-dione). As a reaction SMILES: C(O)(=O)C.[Cl:5][C:6]1[C:25]2[C@:20]([CH3:28])([C@H:21]3[CH2:27][C@H:22]3[C:23](=[O:26])[CH:24]=2)[C@@H:19]2[C@H:8]([C@H:9]3[C@:16]([CH3:29])([CH2:17][CH2:18]2)[C@@:12]([OH:30])([C:13](=[O:15])[CH3:14])[CH2:11][CH2:10]3)[CH:7]=1.C(O)(=O)C.[Cl:35]C1C2[C@](C)(CCC(=O)C=2)[C@@H]2[C@H]([C@H]3[C@](C)(CC2)[C@@](O)(C(=O)C)CC3)C=1>>[Cl:35][C:24]1[C:23](=[O:26])[C@@H:22]2[CH2:27][C@@H:21]2[C@@:20]2([CH3:28])[C:25]=1[C:6]([Cl:5])=[CH:7][C@@H:8]1[C@@H:19]2[CH2:18][CH2:17][C@@:16]2([CH3:29])[C@H:9]1[CH2:10][CH2:11][C@:12]2([OH:30])[C:13](=[O:15])[CH3:14] |f:0.1,2.3|. Procedure: Preferred compounds of formula (I) are 6-chloro-17-hydroxy-1α,2α-methylene-pregna-4,6-diene-3,20-dione acetate (cyproterone acetate) and 6-chloro-17-hydroxy-pregna-4,6-diene-3,20-dione acetate (chlormadinone acetate). Conditions: temperature 0 celsius, time 1 hour. The solvent is Cl (hydrochloric acid). Isolated yield 41.7%. Reaction SMILES: [NH2:1][C:2]1[CH:7]=[C:6]([Br:8])[CH:5]=[CH:4][C:3]=1[C:9]([C:11]1[CH:16]=[CH:15][CH:14]=[CH:13][CH:12]=1)=O.[N:17]([O-])=O.[Na+].[Sn](Cl)Cl>Cl>[Br:8][C:6]1[CH:7]=[C:2]2[C:3]([C:9]([C:11]3[CH:16]=[CH:15][CH:14]=[CH:13][CH:12]=3)=[N:17][NH:1]2)=[CH:4][CH:5]=1 |f:1.2|. The reactants are N(=O)[O-].[Na+] (sodium nitrite), NC1=C(C=CC(=C1)Br)C(=O)C1=CC=CC=C1 ((2-amino-4-bromophenyl)(phenyl)methanone), [Sn](Cl)Cl (tin(II) chloride). The product is BrC1=CC=C2C(=NNC2=C1)C1=CC=CC=C1 (6-bromo-3-phenyl-1H-indazole). Procedure: To a stirred mixture of (2-amino-4-bromophenyl)(phenyl)methanone (1.0 g, 3.6 mmol) in hydrochloric acid (6N aqueous solution, 5 mL) was added sodium nitrite (0.5 g, 7.2 mmol) over 3 min at 0° C. The mixture was stirred at 0° C. for 30 min before a solution of tin(II) chloride (2.7 g, 14.4 mmol in 5 mL concentrated hydrochloric acid) was added at 0° C. over 5 min. After stirring at 0° C. for 10 min and rt for 1 hr, the reaction mixture was filtered. The solid was washed with water (10 mL), 4N aqu... Reactants: CI, [H-], [Na+], O=C(O)c1ccc(-n2nc3c4ccccc4[nH]cc-3c2=O)cc1, CN(C)C=O, O. Yields the product Cn1cc2c(=O)n(-c3ccc(C(=O)O)cc3)nc-2c2ccccc21. As a reaction SMILES: [CH3:26][I:27].[H-:25].[Na+:24].[O:1]=[c:2]1[n:3](-[c:15]2[cH:16][cH:17][c:18]([C:19](=[O:20])[OH:21])[cH:22][cH:23]2)[n:4][c:5]2[c:14]3[c:9]([nH:8][cH:7][c:6]1-2)[cH:10][cH:11][cH:12][cH:13]3.[O:29]=[CH:30][N:31]([CH3:32])[CH3:33].[OH2:28]>>[O:1]=[c:2]1[n:3](-[c:15]2[cH:16][cH:17][c:18]([C:19](=[O:20])[OH:21])[cH:22][cH:23]2)[n:4][c:5]2[c:14]3[c:9]([n:8]([CH3:26])[cH:7][c:6]1-2)[cH:10][cH:11][cH:12][cH:13]3.